From a dataset of the Open Reaction Database (ORD), a public repository of structured organic reaction records. describe an organic reaction: reactants, conditions, products, and yield Starting materials: CCOC(=O)c1cc(Br)c(O)c(I)c1, C1CCOC1, CC(C)OC(=O)N=NC(=O)OC(C)C, OCCO, c1ccc(P(c2ccccc2)c2ccccc2)cc1. The product is CCOC(=O)c1cc(Br)c(OCCO)c(I)c1. As a reaction SMILES: [CH2:1]([CH3:2])[O:3][C:4]([c:5]1[cH:6][c:7]([Br:13])[c:8]([OH:12])[c:9]([I:11])[cH:10]1)=[O:14].[CH2:52]1[O:53][CH2:54][CH2:55][CH2:56]1.[O:38]=[C:39]([O:40][CH:41]([CH3:42])[CH3:43])[N:44]=[N:45][C:46]([O:47][CH:48]([CH3:49])[CH3:50])=[O:51].[OH:15][CH2:16][CH2:17][OH:18].[c:19]1([P:20]([c:21]2[cH:22][cH:23][cH:24][cH:25][cH:26]2)[c:27]2[cH:28][cH:29][cH:30][cH:31][cH:32]2)[cH:33][cH:34][cH:35][cH:36][cH:37]1>>[CH2:1]([CH3:2])[O:3][C:4]([c:5]1[cH:6][c:7]([Br:13])[c:8]([O:12][CH2:17][CH2:16][OH:15])[c:9]([I:11])[cH:10]1)=[O:14]. Reactants: CS(=O)(=O)C1=NC=CC(=N1)N1N=NC2=C1C=CC=C2 (1-(2-methanesulfonyl-pyrimidin-4-yl)-1H-benzotriazole), NC1CCC(CC1)NC(COC)=O (N-(4-amino-cyclohexyl)-2-methoxy-acetamide), CN1CCCC1=O (NMP), NC1CCC(CC1)NC(COC)=O (N-(4-amino-cyclohexyl)-2-methoxy-acetamide), CN1CCCC1=O (NMP), C(C)(C)N(CC)C(C)C (diisopropylethylamine), CS(=O)(=O)C1=NC=CC(=N1)N1N=NC2=C1C=CC=C2 (1-(2-methanesulfonyl-pyrimidin-4-yl)-1H-benzotriazole). Solvent: C(Cl)Cl (DCM), O (water), CCOC(=O)C (EtOAc), CCCCCC (hexane). Run at temperature 120 celsius, time 1.5 hour. Product: N1(N=NC2=C1C=CC=C2)C2=NC(=NC=C2)N[C@@H]2CC[C@H](CC2)NC(COC)=O (trans-N-[4-(4-benzotriazol-1-yl-pyrimidin-2-ylamino)-cyclohexyl]-2-methoxy-acetamide). Isolated yield 62.6%. RXN SMILES: CS([C:5]1[N:10]=[C:9]([N:11]2[C:15]3[CH:16]=[CH:17][CH:18]=[CH:19][C:14]=3[N:13]=[N:12]2)[CH:8]=[CH:7][N:6]=1)(=O)=O.CN1C(=O)CCC1.C(N(C(C)C)CC)(C)C.[NH2:36][CH:37]1[CH2:42][CH2:41][CH:40]([NH:43][C:44](=[O:48])[CH2:45][O:46][CH3:47])[CH2:39][CH2:38]1>C(Cl)Cl.CCOC(C)=O.CCCCCC.O>[N:11]1([C:9]2[CH:8]=[CH:7][N:6]=[C:5]([NH:36][C@H:37]3[CH2:42][CH2:41][C@H:40]([NH:43][C:44](=[O:48])[CH2:45][O:46][CH3:47])[CH2:39][CH2:38]3)[N:10]=2)[C:15]2[CH:16]=[CH:17][CH:18]=[CH:19][C:14]=2[N:13]=[N:12]1. Procedure: To a 10 mL sealable tube loaded with 1-(2-methanesulfonyl-pyrimidin-4-yl)-1H-benzotriazole (99.1 mg, 0.36 mmol) were added NMP (1 mL) and diisopropylethylamine (0.19 mL, 1.09 mmol). To a second 5 mL sealable tube loaded with N-(4-amino-cyclohexyl)-2-methoxy-acetamide (100 mg, 0.36 mmol) was added NMP (1 mL). Both tubes were heated at 120° C. and at complete dissolution of the solids the solution of 1-(2-methanesulfonyl-pyrimidin-4-yl)-1H-benzotriazole was transferred via cannula into the tube co... Solvent: C(C)O (ethanol). Reaction SMILES: C([O:4][CH2:5][C:6]([C:8]1[N:16]2[C:11]([CH:12]=[CH:13][CH:14]=[CH:15]2)=[CH:10][C:9]=1[C:17]([O:19]C)=O)=O)(=O)C.[NH2:21][NH2:22]>C(O)C>[OH:4][CH2:5][C:6]1[C:8]2[N:16]3[C:11]([CH:12]=[CH:13][CH:14]=[CH:15]3)=[CH:10][C:9]=2[C:17](=[O:19])[NH:22][N:21]=1. Starting materials: C(C)(=O)OCC(=O)C1=C(C=C2C=CC=CN12)C(=O)OC (3-acetyloxyacetyl-2-carbomethoxyindolizine), NN (hydrazine). Reported procedure: Following the procedure of Example 3, reaction of 2-carbomethoxyindolizine with acetoxyacetyl chloride gave 3-acetyloxyacetyl-2-carbomethoxyindolizine (IX). Reaction of IX with 1.5 equiv of anhydrous hydrazine in dry ethanol gave 4-hydroxymethylpyridazino[4,5-b]indolizin-1-one which upon refluxing with excess POCl3 gave 1-chloro-4-chloromethylpyridazino[4,5-b]indolizine (X). Compound X (1.0 g, 4.0 mmol) was combined with excess N,N-diethylaminopropylamine (2.68 mL, 17 mmoL) in N-methylpyrrolidin... The product is OCC1=NNC(C=2C=C3C=CC=CN3C21)=O (4-hydroxymethylpyridazino[4,5-b]indolizin-1-one).